From a dataset of the Open Reaction Database (ORD), a public repository of structured organic reaction records. describe an organic reaction: reactants, conditions, products, and yield The reactants are ClCC(=O)N(CCC)CCC (2-Chloro-N,N-dipropylacetamide), C([O-])(O)=O.[Na+] (sodium bicarbonate), [Na+].[I-] (NaI), NC=1C(=NC(=C(N1)N)Cl)C(=O)\N=C/1\NC2(CN1)CCN(CC2)C(=O)C=2C=C(C=CC2)S(=O)(=O)NCC2(CCC2)C(=O)O (1-[(3-{2-[(E)-3,5-Diamino-6-chloro-pyrazine-2-carbonylimino]-1,3,8-triaza-spiro[4.5]decane-8-carbonyl}-benzenesulfonylamino)-methyl]-cyclobutanecarboxylic acid). Solvent: CN(C)C=O (DMF). Run at time 3.5 hour. The product is C(CC)N(C(=O)COC(=O)C1(CCC1)CNS(=O)(=O)C1=CC(=CC=C1)C(=O)N1CCC2(CN\C(\N2)=N/C(=O)C2=NC(=C(N=C2N)N)Cl)CC1)CCC (1-[(3-{2-[(E)-3,5-Diamino-6-chloro-pyrazine-2-carbonylimino]-1,3,8-triaza-spiro[4.5]decane-8-carbonyl}-benzenesulfonylamino)-methyl]-cyclobutanecarboxylic acid dipropylcarbamoylmethyl ester). Reaction SMILES: [NH2:1][C:2]1[C:3]([C:10](/[N:12]=[C:13]2/[NH:14][C:15]3([CH2:22][CH2:21][N:20]([C:23]([C:25]4[CH:26]=[C:27]([S:31]([NH:34][CH2:35][C:36]5([C:40]([OH:42])=[O:41])[CH2:39][CH2:38][CH2:37]5)(=[O:33])=[O:32])[CH:28]=[CH:29][CH:30]=4)=[O:24])[CH2:19][CH2:18]3)[CH2:16][NH:17]/2)=[O:11])=[N:4][C:5]([Cl:9])=[C:6]([NH2:8])[N:7]=1.Cl[CH2:44][C:45]([N:47]([CH2:51][CH2:52][CH3:53])[CH2:48][CH2:49][CH3:50])=[O:46].C(=O)(O)[O-].[Na+].[Na+].[I-]>CN(C=O)C>[CH2:48]([N:47]([CH2:51][CH2:52][CH3:53])[C:45]([CH2:44][O:41][C:40]([C:36]1([CH2:35][NH:34][S:31]([C:27]2[CH:28]=[CH:29][CH:30]=[C:25]([C:23]([N:20]3[CH2:21][CH2:22][C:15]4([NH:14]/[C:13](=[N:12]/[C:10]([C:3]5[C:2]([NH2:1])=[N:7][C:6]([NH2:8])=[C:5]([Cl:9])[N:4]=5)=[O:11])/[NH:17][CH2:16]4)[CH2:18][CH2:19]3)=[O:24])[CH:26]=2)(=[O:32])=[O:33])[CH2:37][CH2:38][CH2:39]1)=[O:42])=[O:46])[CH2:49][CH3:50] |f:2.3,4.5|. Procedure: A solution of 1-[(3-{2-[(E)-3,5-diamino-6-chloro-pyrazine-2-carbonylimino]-1,3,8-triaza-spiro[4.5]decane-8-carbonyl}-benzenesulfonylamino)-methyl]-cyclobutanecarboxylic acid (step 2) (350 mg, 0.564 mmol) in DMF (10 ml) was stirred at 50° C. with pre-activated molecular sieves for 30 min. 2-Chloro-N,N-dipropylacetamide (100 mg, 0.564 mmol), sodium bicarbonate (142 mg, 1.693 mmol) and NaI (8.46 mg, 0.056 mmol) were added and stirring continued at 50° C. After 3.5 h, the mixture was allowed to cool... Starting materials: Cl (HCl), C1(=CC=CC=C1)C(=CCN1CCN(CC1)C1=CC=C(C(=O)OCC)C=C1)C1=CC=CC=C1 (ethyl 4-(4-(3,3-diphenylallyl)piperazin-1-yl)benzoate), O.[OH-].[Li+] (lithium hydroxide monohydrate). Solvent: O1CCCC1.CO (tetrahydrofuran methanol), O (water). Run at temperature 60 celsius, time 16 hour. The product is C1(=CC=CC=C1)C(=CCN1CCN(CC1)C1=CC=C(C(=O)O)C=C1)C1=CC=CC=C1 (4-(4-(3,3-diphenylallyl)piperazin-1-yl)benzoic acid). Reaction SMILES: [C:1]1([C:7]([C:27]2[CH:32]=[CH:31][CH:30]=[CH:29][CH:28]=2)=[CH:8][CH2:9][N:10]2[CH2:15][CH2:14][N:13]([C:16]3[CH:26]=[CH:25][C:19]([C:20]([O:22]CC)=[O:21])=[CH:18][CH:17]=3)[CH2:12][CH2:11]2)[CH:6]=[CH:5][CH:4]=[CH:3][CH:2]=1.O.[OH-].[Li+].Cl>O1CCCC1.CO.O>[C:27]1([C:7]([C:1]2[CH:6]=[CH:5][CH:4]=[CH:3][CH:2]=2)=[CH:8][CH2:9][N:10]2[CH2:11][CH2:12][N:13]([C:16]3[CH:17]=[CH:18][C:19]([C:20]([OH:22])=[O:21])=[CH:25][CH:26]=3)[CH2:14][CH2:15]2)[CH:28]=[CH:29][CH:30]=[CH:31][CH:32]=1 |f:1.2.3,5.6|. Procedure details: To a solution of EXAMPLE 1C (10.00 g, 23.4 mmol) in tetrahydrofuran/methanol (100/50 mL) was added solution of lithium hydroxide monohydrate (2.59 g, 70 mmol) in water (30 mL). The reaction mixture was stirred at 60° C. for 16 hours, then was cooled to room temperature and the organic solvents were concentrated. The white solid residue was dissolved in hot water and then the product was neutralized with HCl (3 equivalents). After cooling to room temperature, the precipitate was filtered off, was... Reactants: COC(=O)C1(CCOCC1)CS(=O)(=O)C1=CC=C(C=C1)OC1=CC=C(C=C1)Cl (4-[4-(4-chlorophenoxy)phenylsulfonylmethyl]-tetrahydropyran-4-carboxylic acid methyl ester), C(C)(C)[N-]C(C)C.[Li+] (lithium diisopropylamide), N-butyl lithium, C(C)(C)NC(C)C (diisopropylamine), C(C1=CC=CC=C1)Br (Benzyl bromide). Run in O1CCCC1 (tetrahydrofuran), Cl (hydrochloric acid), hexanes, O1CCCC1 (tetrahydrofuran). Run at time 20 minute. Product: C(C)(C)[N-]C(C)C.[Li+] (Lithium diisopropylamide), COC(=O)C1(C(COCC1)CC1=CC=CC=C1)CS(=O)(=O)C1=CC=C(C=C1)OC1=CC=C(C=C1)Cl (3-benzyl-4-[4-(4-chlorophenoxy)phenylsulfonylmethyl]-tetrahydropyran-4-carboxylic acid methyl ester). Isolated yield 67.0%. Reaction SMILES: [CH:1]([NH:4][CH:5]([CH3:7])[CH3:6])([CH3:3])[CH3:2].[CH3:8][O:9][C:10]([C:12]1([CH2:18][S:19]([C:22]2[CH:27]=[CH:26][C:25]([O:28][C:29]3[CH:34]=[CH:33][C:32]([Cl:35])=[CH:31][CH:30]=3)=[CH:24][CH:23]=2)(=[O:21])=[O:20])[CH2:17][CH2:16][O:15][CH2:14][CH2:13]1)=[O:11].C([N-]C(C)C)(C)C.[Li+:43].[CH2:44](Br)[C:45]1[CH:50]=[CH:49][CH:48]=[CH:47][CH:46]=1>O1CCCC1.Cl>[CH:1]([N-:4][CH:5]([CH3:7])[CH3:6])([CH3:3])[CH3:2].[Li+:43].[CH3:8][O:9][C:10]([C:12]1([CH2:18][S:19]([C:22]2[CH:27]=[CH:26][C:25]([O:28][C:29]3[CH:30]=[CH:31][C:32]([Cl:35])=[CH:33][CH:34]=3)=[CH:24][CH:23]=2)(=[O:20])=[O:21])[CH2:17][CH2:16][O:15][CH2:14][CH:13]1[CH2:44][C:45]1[CH:50]=[CH:49][CH:48]=[CH:47][CH:46]=1)=[O:11] |f:2.3,7.8|. Procedure: Lithium diisopropylamide was prepared by the addition of 2.5M N-butyl lithium (610 μL, 1.53 mmol) in hexanes to a solution of diisopropylamine (200 μL, 1.53 mmol) in tetrahydrofuran (3 mL) at 0° C. and stirring for 20 minutes. Then a solution of 4-[4-(4-chlorophenoxy)phenylsulfonylmethyl]-tetrahydropyran-4-carboxylic acid methyl ester (540 mg, 1.27 mmol) in tetrahydrofuran (1 mL) was added to the solution of lithium diisopropylamide at -78° C., and stirred for an additional 60 minutes. Benzyl br... Starting materials: C1=CC=C2C(=C1)C3=C(C2=O)C=CC=C3C(=O)O (9-fluorenone-4-carboxylic acid), S(=O)(Cl)Cl (thionyl chloride). Product: C1=CC=C(C=2C3=CC=CC=C3C(C12)=O)C(=O)Cl (9-fluorenone-4-carbonyl chloride). RXN SMILES: [CH:1]1[CH:6]=[C:5]2[C:7]3[C:14]([C:15]([OH:17])=O)=[CH:13][CH:12]=[CH:11][C:8]=3[C:9](=[O:10])[C:4]2=[CH:3][CH:2]=1.S(Cl)([Cl:20])=O>>[CH:11]1[C:8]2[C:9](=[O:10])[C:4]3[C:5](=[CH:6][CH:1]=[CH:2][CH:3]=3)[C:7]=2[C:14]([C:15]([Cl:20])=[O:17])=[CH:13][CH:12]=1. Procedure details: The following steps are suitable for synthesizing some charge transport materials of this invention involving a linking reaction as described in the following. In the first step, diphenic acid or its derivative is dissolved in large access of concentrated sulfuric acid and the solution is heated at approximately 70° C. for about 10 minutes. The product, 9-fluorenone-4-carboxylic acid or its derivative, is isolated. In the second step, 9-fluorenone-4-carboxylic acid or its derivative is chlorinat... The reactants are C(=O)O.NCCC1=CC=C(NC2CCN(CC2)S(=O)(=O)C2=CC=C(C=C2)NC(=O)NCCCCCC)C=C1 (N-[4-({4-[4-(2-Aminoethyl)anilino]-1-piperidinyl}sulfonyl)phenyl]-N′-hexylurea formate), FC1=CC=C(OC[C@H]2OC2)C=C1 ((2S)-2-[(4-fluorophenoxy)methyl]oxirane). Yields the product C(C=C)C1=C(OC[C@H](CNCCC2=CC=C(NC3CCN(CC3)S(=O)(=O)C3=CC=C(C=C3)N(C(=O)N)CCCCCC)C=C2)O)C=CC=C1 (N-[4-({4-[4-(2-{[(2S)-3-(2-allylphenoxy)-2-hydroxypropyl]amino}ethyl)anilino]-1-piperidinyl}sulfonyl)phenyl]-N-hexylurea). Yield: 36.9%. As a reaction SMILES: C(O)=O.[NH2:4][CH2:5][CH2:6][C:7]1[CH:38]=[CH:37][C:10]([NH:11][CH:12]2[CH2:17][CH2:16][N:15]([S:18]([C:21]3[CH:26]=[CH:25][C:24]([NH:27][C:28]([NH:30]CCCCCC)=[O:29])=[CH:23][CH:22]=3)(=[O:20])=[O:19])[CH2:14][CH2:13]2)=[CH:9][CH:8]=1.F[C:40]1[CH:50]=[CH:49][C:43]([O:44][CH2:45][C@@H:46]2[CH2:48][O:47]2)=[CH:42][CH:41]=1>>[CH2:7]([C:49]1[CH:50]=[CH:40][CH:41]=[CH:42][C:43]=1[O:44][CH2:45][C@@H:46]([OH:47])[CH2:48][NH:4][CH2:5][CH2:6][C:7]1[CH:8]=[CH:9][C:10]([NH:11][CH:12]2[CH2:17][CH2:16][N:15]([S:18]([C:21]3[CH:22]=[CH:23][C:24]([N:27]([CH2:25][CH2:26][CH2:21][CH2:22][CH2:23][CH3:24])[C:28]([NH2:30])=[O:29])=[CH:25][CH:26]=3)(=[O:20])=[O:19])[CH2:14][CH2:13]2)=[CH:37][CH:38]=1)[CH:6]=[CH2:5] |f:0.1|. Procedure: N-[4-({4-[4-(2-Aminoethyl)anilino]-1-piperidinyl}sulfonyl)phenyl]-N′-hexylurea formate (0.172 g 0.314 mmol) was reacted (2S)-2-[(4-fluorophenoxy)methyl]oxirane (0.06 g, 0.315 mmol) according to Procedure G to give the title compound (0.04 g, 0.058 mmol).